From a dataset of the Open Reaction Database (ORD), a public repository of structured organic reaction records. describe an organic reaction: reactants, conditions, products, and yield The reactants are CCOC(=O)CN, CCN=C=NCCCN(C)C, CCOC(C)=O, CCN(C(C)C)C(C)C, COc1cc(-c2ccc(Cl)cc2)ccc1C(=O)O, ClCCl, Cl, CN(C)C=O, On1nnc2ccccc21. The product is CCOC(=O)CNC(=O)c1ccc(-c2ccc(Cl)cc2)cc1OC. As a reaction SMILES: [CH2:20]([CH3:21])[O:22][C:23]([CH2:24][NH2:25])=[O:26].[CH3:27][N:28]([CH3:29])[CH2:30][CH2:31][CH2:32][N:33]=[C:34]=[N:35][CH2:36][CH3:37].[CH3:60][CH2:61][O:62][C:63]([CH3:64])=[O:65].[CH:48]([N:49]([CH:50]([CH3:51])[CH3:52])[CH2:53][CH3:54])([CH3:55])[CH3:56].[Cl:1][c:2]1[cH:3][cH:4][c:5](-[c:8]2[cH:9][c:10]([O:17][CH3:18])[c:11]([C:14](=[O:15])[OH:16])[cH:12][cH:13]2)[cH:6][cH:7]1.[Cl:57][CH2:58][Cl:59].[ClH:19].[O:66]=[CH:67][N:68]([CH3:69])[CH3:70].[OH:38][n:39]1[c:40]2[cH:41][cH:42][cH:43][cH:44][c:45]2[n:46][n:47]1>>[Cl:1][c:2]1[cH:3][cH:4][c:5](-[c:8]2[cH:9][c:10]([O:17][CH3:18])[c:11]([C:14](=[O:16])[NH:25][CH2:24][C:23]([O:22][CH2:20][CH3:21])=[O:26])[cH:12][cH:13]2)[cH:6][cH:7]1. Starting materials: [Br-], Cc1cc(O[Si](C)(C)C(C)(C)C)cc(C)c1Br, C1CCOC1, C1CCCCC1, CCOCC, [Li]C(C)CC, [Li+], [Li]C, CN(C)C=O. Product: Cc1cc(O[Si](C)(C)C(C)(C)C)cc(C)c1C=O. As a reaction SMILES: [Br-:20].[Br:1][c:2]1[c:3]([CH3:17])[cH:4][c:5]([O:6][Si:7]([CH3:8])([CH3:9])[C:10]([CH3:11])([CH3:12])[CH3:13])[cH:14][c:15]1[CH3:16].[CH2:32]1[O:33][CH2:34][CH2:35][CH2:36]1.[CH2:42]1[CH2:43][CH2:44][CH2:45][CH2:46][CH2:47]1.[CH3:37][CH2:38][O:39][CH2:40][CH3:41].[CH:22]([Li:23])([CH2:24][CH3:25])[CH3:26].[Li+:21].[Li:18][CH3:19].[O:27]=[CH:28][N:29]([CH3:30])[CH3:31]>>[c:2]1([CH:28]=[O:27])[c:3]([CH3:17])[cH:4][c:5]([O:6][Si:7]([CH3:8])([CH3:9])[C:10]([CH3:11])([CH3:12])[CH3:13])[cH:14][c:15]1[CH3:16]. Reactants: C(=O)(OC(C)(C)C)N1[C@@H](C=O)CCC1 (Boc-D-prolinal), C[Si]([N-][Si](C)(C)C)(C)C.[Li+] (lithium hexamethyldisilazide), C1=CC=C2C(=C1)C(=O)C(C2=O)(O)O (ninhydrin), C(Cl)Cl (methylene chloride). The reagents and catalysts are [Br-].C(C)[P+](C1=CC=CC=C1)(C1=CC=CC=C1)C1=CC=CC=C1 (ethyltriphenylphosphonium bromide). Solvent: O1CCCC1 (tetrahydrofuran), CO (methanol), C1CCOC1 (THF). Run at temperature -78 celsius, time 8 hour. The product is C(C)(C)(C)OC(=O)N1[C@H](CCC1)\C=C/C (tert-butyl-(2R)-2-[(1Z)-prop-1-enyl]pyrrolidine-1-carboxylate). Reaction SMILES: [C:1]([N:8]1[CH2:14][CH2:13][CH2:12][C@@H:9]1[CH:10]=O)([O:3][C:4]([CH3:7])([CH3:6])[CH3:5])=[O:2].C[Si](C)(C)[N-][Si](C)(C)C.[Li+].C(Cl)Cl.[CH:28]1C=C2C(C(O)(O)C(=O)C2=C[CH:29]=1)=O>O1CCCC1.[Br-].C([P+](C1C=CC=CC=1)(C1C=CC=CC=1)C1C=CC=CC=1)C.CO>[C:4]([O:3][C:1]([N:8]1[CH2:14][CH2:13][CH2:12][C@@H:9]1/[CH:10]=[CH:28]\[CH3:29])=[O:2])([CH3:7])([CH3:6])[CH3:5] |f:1.2,6.7|. Procedure details: To a solution of Boc-D-prolinal (0.5 g, 2.5 mmol) in tetrahydrofuran (10 mL) was added ethyltriphenylphosphonium bromide (3.7 g, 10.0 mmol) and cooled to −78° C. Then added dropwise lithium hexamethyldisilazide 1.0 M in THF (12 mL) and continued stirring from −78° C. to rt overnight. Upon completion as determined by TLC (99:1 methylene chloride to methanol with ninhydrin) the mixture was quenched with 20% ammonium chloride solution and extracted with ethyl acetate. The organic washed with brine,... The reactants are CN(CC1CCC(COCC=CCBr)CC1)S(=O)(=O)c1ccc(C(F)(F)F)cc1, CN(C)C=O, [H-], [Na+], c1c[nH]cn1. The product is CN(CC1CCC(COCC=CCn2ccnc2)CC1)S(=O)(=O)c1ccc(C(F)(F)F)cc1. Reaction SMILES: [Br:1][CH2:2][CH:3]=[CH:4][CH2:5][O:6][CH2:7][CH:8]1[CH2:9][CH2:10][CH:11]([CH2:14][N:15]([S:16](=[O:17])(=[O:18])[c:19]2[cH:20][cH:21][c:22]([C:25]([F:26])([F:27])[F:28])[cH:23][cH:24]2)[CH3:29])[CH2:12][CH2:13]1.[CH3:37][N:38]([CH3:39])[CH:40]=[O:41].[H-:35].[Na+:36].[nH:30]1[cH:31][n:32][cH:33][cH:34]1>>[CH2:2]([CH:3]=[CH:4][CH2:5][O:6][CH2:7][CH:8]1[CH2:9][CH2:10][CH:11]([CH2:14][N:15]([S:16](=[O:17])(=[O:18])[c:19]2[cH:20][cH:21][c:22]([C:25]([F:26])([F:27])[F:28])[cH:23][cH:24]2)[CH3:29])[CH2:12][CH2:13]1)[n:30]1[cH:31][n:32][cH:33][cH:34]1. The reactants are O=C(c1c(F)cc(Br)cc1F)N1CCN(c2ccc(C3CC3)cn2)CC1, CC1COC(=O)N1. Product: CC1COC(=O)N1c1cc(F)c(C(=O)N2CCN(c3ccc(C4CC4)cn3)CC2)c(F)c1. RXN SMILES: [Br:1][c:2]1[cH:3][c:4]([F:26])[c:5]([C:9](=[O:10])[N:11]2[CH2:12][CH2:13][N:14]([c:17]3[n:18][cH:19][c:20]([CH:23]4[CH2:24][CH2:25]4)[cH:21][cH:22]3)[CH2:15][CH2:16]2)[c:6]([F:8])[cH:7]1.[CH3:27][CH:28]1[NH:29][C:30](=[O:33])[O:31][CH2:32]1>>[c:2]1([N:29]2[CH:28]([CH3:27])[CH2:32][O:31][C:30]2=[O:33])[cH:3][c:4]([F:26])[c:5]([C:9](=[O:10])[N:11]2[CH2:12][CH2:13][N:14]([c:17]3[n:18][cH:19][c:20]([CH:23]4[CH2:24][CH2:25]4)[cH:21][cH:22]3)[CH2:15][CH2:16]2)[c:6]([F:8])[cH:7]1. Starting materials: C(C)OC=C(C(C(F)(F)F)=O)C (4-ethoxy-3-methyl-1,1,1-trifluoro-3-buten-2-on), O.NN (hydrazine hydrate). Run in C(C)O (ethanol). The product is CC=1C(=NNC1)C(F)(F)F (4-methyl-3-trifluoromethylpyrazol). The yield is 84.9%. Reaction SMILES: C(O[CH:4]=[C:5]([CH3:12])[C:6](=O)[C:7]([F:10])([F:9])[F:8])C.O.[NH2:14][NH2:15]>C(O)C>[CH3:12][C:5]1[C:6]([C:7]([F:10])([F:9])[F:8])=[N:14][NH:15][CH:4]=1 |f:1.2|. Procedure: 1.7 g (10.2 mmol) of 4-ethoxy-3-methyl-1,1,1-trifluoro-3-buten-2-on and 0.6 g (12.0 mmol) hydrazine hydrate were stirred in 50 ml of ethanol at room temperature for 2 hours. The ethanol was distilled off iunder reduced pressure, and the residue was separated with ethyl acetate and water. The organic layer was washed with water twice and dried over anhydrous magnesium sulfate. The solvent was distilled off under reduced pressure to obtain 1.3 g of 4-methyl-3-trifluoromethylpyrazol (yield 86.7%). Reactants: COC(C1=C(C(=C(C(=C1)[N+](=O)[O-])N)F)F)=O (4-Amino-2,3-difluoro-5-nitro-benzoic acid methyl ester), Cl (HCl), CC1=C(C=CC(=C1)OC(F)(F)F)N (2-methyl-4-trifluoromethoxy-phenylamine). The solvent is xylenes, C(C)OCC (diethyl ether). Conditions: temperature 140 celsius. Product: COC(C1=C(C(=C(C(=C1)[N+](=O)[O-])N)F)NC1=C(C=C(C=C1)OC(F)(F)F)C)=O (4-Amino-3-fluoro-2-(2-methyl-4-trifluoromethoxy-phenylamino)-5-nitro-benzoic acid methyl ester). Reaction SMILES: [CH3:1][O:2][C:3](=[O:16])[C:4]1[CH:9]=[C:8]([N+:10]([O-:12])=[O:11])[C:7]([NH2:13])=[C:6]([F:14])[C:5]=1F.[CH3:17][C:18]1[CH:23]=[C:22]([O:24][C:25]([F:28])([F:27])[F:26])[CH:21]=[CH:20][C:19]=1[NH2:29].Cl>C(OCC)C>[CH3:1][O:2][C:3](=[O:16])[C:4]1[CH:9]=[C:8]([N+:10]([O-:12])=[O:11])[C:7]([NH2:13])=[C:6]([F:14])[C:5]=1[NH:29][C:19]1[CH:20]=[CH:21][C:22]([O:24][C:25]([F:26])([F:27])[F:28])=[CH:23][C:18]=1[CH3:17]. Procedure: 4-Amino-2,3-difluoro-5-nitro-benzoic acid methyl ester 4 (0.50 g, 2.15 mmol) is suspended in xylenes (3 mL) and 2-methyl-4-trifluoromethoxy-phenylamine (1.00 g, 5.23 mmol) is added. The reaction mixture is stirred at 140° C. under N2. After stirring for 7 days, the reaction is a mixture of starting material and product. The reaction mixture is cooled to room temperature. The reaction mixture is poured into a separatory funnel and diethyl ether and 10% aqueous HCl are added and the layers separat... The solvent is C(C)O (ethanol), C(C)O (ethanol), O (water), [OH-].[NH4+] (ammonium hydroxide). The reagents and catalysts are [Cl-].[Zn+2].[Cl-] (zinc chloride). Reaction conditions: temperature 65 celsius. The reactants are C(#N)C1=CC(=C(C(=C1)N)C)N (4-cyano-2,6-diaminotoluene), ferric chloride hexahydrate, COC(CCOC)OC (1,1,3-trimethoxypropane). Procedure details: A mixture of 4-cyano-2,6-diaminotoluene (3.56 g), ferric chloride hexahydrate (11.63 g), and zinc chloride (0.499 g) in ethanol (600 mL) is heated to 65° C. A solution of 1,1,3-trimethoxypropane (5.23 g) in ethanol (90 mL) is added dropwise via syringe pump over a period of 90 minutes. The reaction is then heated to reflux for 2.5 hours. The reaction is cooled to room temperature and the solvent rotary evaporated. The residue is diluted with 300 mL of water and basified to pH=11 with concentrate... Reaction SMILES: [C:1]([C:3]1[CH:8]=[C:7]([NH2:9])[C:6]([CH3:10])=[C:5]([NH2:11])[CH:4]=1)#[N:2].CO[CH:14](OC)[CH2:15][CH2:16]OC>C(O)C.O.[OH-].[NH4+].[Cl-].[Zn+2].[Cl-]>[NH2:11][C:5]1[C:6]([CH3:10])=[C:7]2[C:8]([CH:14]=[CH:15][CH:16]=[N:9]2)=[C:3]([C:1]#[N:2])[CH:4]=1 |f:4.5,6.7.8|. Product: NC1=CC(=C2C=CC=NC2=C1C)C#N (7-amino-5-cyano-8-methylquinoline). Reactants: FC1=C(C=O)C=CC(=C1)F (2,4-difluorobenzaldehyde), C(C)(C)(C)N (t-butylamine), C(C)(C)(C)N (t-butylamine). Solvent: C1(=CC=CC=C1)C (toluene). Product: FC1=C(C=NC(C)(C)C)C=CC(=C1)F (N-(2,4-difluorobenzylidene)-t-butylamine). RXN SMILES: [F:1][C:2]1[CH:9]=[C:8]([F:10])[CH:7]=[CH:6][C:3]=1[CH:4]=O.[C:11]([NH2:15])([CH3:14])([CH3:13])[CH3:12]>C1(C)C=CC=CC=1>[F:1][C:2]1[CH:9]=[C:8]([F:10])[CH:7]=[CH:6][C:3]=1[CH:4]=[N:15][C:11]([CH3:14])([CH3:13])[CH3:12]. Reported procedure: To a solution of 2,4-difluorobenzaldehyde (431.6 mg, 3.04 mmol) in toluene (5 ml) was added t-butylamine (0.63 ml, 6.00 mmol) and stirred under reflux using a Dean-Stark trap to remove water for 1 hour. Then t-butylamine (0.63 ml, 6.00 mmol) was added to the mixture and stirred for 5 hours. The solvent was evaporated to give the title compound.